This data is from the Open Reaction Database (ORD), a public repository of structured organic reaction records. The task is: describe an organic reaction: reactants, conditions, products, and yield The reactants are Cl.N1=CC=C(C=C1)OC1=CC=C(C=C1)S(=O)(=O)Cl (4-(4-pyridinyloxy) benzenesulfonyl chloride hydrochloride), CN (methylamine). Run in O1CCCC1 (tetrahydrofuran), O1CCCC1 (tetrahydrofuran), O1CCCC1 (tetrahydrofuran). Product: CNS(=O)(=O)C1=CC=C(C=C1)OC1=CC=NC=C1 (N-methyl-4-(pyridin-4-yloxy)benzenesulfonamide). Reaction SMILES: Cl.[N:2]1[CH:7]=[CH:6][C:5]([O:8][C:9]2[CH:14]=[CH:13][C:12]([S:15](Cl)(=[O:17])=[O:16])=[CH:11][CH:10]=2)=[CH:4][CH:3]=1.[CH3:19][NH2:20]>O1CCCC1>[CH3:19][NH:20][S:15]([C:12]1[CH:13]=[CH:14][C:9]([O:8][C:5]2[CH:6]=[CH:7][N:2]=[CH:3][CH:4]=2)=[CH:10][CH:11]=1)(=[O:17])=[O:16] |f:0.1|. Procedure details: A suspension of 35 g of [4-(4-pyridinyloxy) benzenesulfonyl chloride hydrochloride in 800 ml of tetrahydrofuran was added slowly to 163 ml of 2 M methylamine in tetrahydrofuran. An additional 550 ml of tetrahydrofuran was added and the suspension refluxed for 3 hours. The solvent was removed under vacuum and the residue partitioned between CH2Cl2 and H2O. The organic layer was separated, washed with saturated NaHCO3, brine and dried (Na2SO4). The solvent was removed to give 13.11 g of N-methyl-4... RXN SMILES: [CH3:34][OH:35].[Cl:2][c:3]1[c:4]([C:15](=[O:16])[NH:17][c:18]2[cH:19][c:20]([C:30]#[N:31])[c:21]([O:24][CH2:25][C:26]([CH3:27])([CH3:28])[CH3:29])[cH:22][cH:23]2)[cH:5][n:6][n:7]1-[c:8]1[cH:9][cH:10][c:11]([F:14])[cH:12][cH:13]1.[I-:33].[K+:32].[Na:1]>>[c:3]1([O:35][CH3:34])[c:4]([C:15](=[O:16])[NH:17][c:18]2[cH:19][c:20]([C:30]#[N:31])[c:21]([O:24][CH2:25][C:26]([CH3:27])([CH3:28])[CH3:29])[cH:22][cH:23]2)[cH:5][n:6][n:7]1-[c:8]1[cH:9][cH:10][c:11]([F:14])[cH:12][cH:13]1. The reactants are CO, CC(C)(C)COc1ccc(NC(=O)c2cnn(-c3ccc(F)cc3)c2Cl)cc1C#N, [I-], [K+], [Na]. Yields the product COc1c(C(=O)Nc2ccc(OCC(C)(C)C)c(C#N)c2)cnn1-c1ccc(F)cc1. Run in CS(=O)C (DMSO), CS(=O)C (dimethylsulfoxide). Reaction SMILES: [I-].[CH3:2][S+](C)(C)=O.[H-].[Na+].[F:9][C:10]([F:25])([F:24])[C:11]1[CH:16]=[CH:15][C:14]([N:17]2[CH2:22][CH2:21][C:20](=[O:23])[CH2:19][CH2:18]2)=[CH:13][CH:12]=1>CS(C)=O>[F:25][C:10]([F:9])([F:24])[C:11]1[CH:12]=[CH:13][C:14]([N:17]2[CH2:22][CH2:21][C:20]3([O:23][CH2:2]3)[CH2:19][CH2:18]2)=[CH:15][CH:16]=1 |f:0.1,2.3|. Procedure: Trimethylsulfoxonium iodide (2.00 g, 9.02 mmol) was gradually added to a suspension of sodium hydride (361 mg, 9.02 mmol) in dimethylsulfoxide (30 ml), and the mixture was stirred at room temperature for 1 hour. To which a solution of 1-(4-trifluoromethylphenyl)piperidin-4-one (2.00 g, 8.2 mmol) in DMSO (10 ml) was added, and the mixture was stirred overnight. The reaction mixture was poured into ice water, and extracted with diethyl ether. The extract was washed with brine, dried over sodium su... Run at time 1 hour. Yield: 71.6%. Starting materials: FC(C1=CC=C(C=C1)N1CCC(CC1)=O)(F)F (1-(4-trifluoromethylphenyl)piperidin-4-one), ice water, [I-].C[S+](=O)(C)C (Trimethylsulfoxonium iodide), [H-].[Na+] (sodium hydride). Yields the product FC(C1=CC=C(C=C1)N1CCC2(CO2)CC1)(F)F (6-(4-trifluoromethylphenyl)-1-oxa-6-azaspiro[2,5]octane). Starting materials: CCCC[N+](CCCC)(CCCC)CCCC, CC1=NC(=O)CN1C, Cc1cc(Cl)c2cccc(O)c2n1, [H-], [I-], [Na+], OCc1ccccn1. Yields the product Cc1cc(OCc2ccccn2)c2cccc(O)c2n1. As a reaction SMILES: [CH2:33]([N+:34]([CH2:35][CH2:36][CH2:37][CH3:38])([CH2:39][CH2:40][CH2:41][CH3:42])[CH2:43][CH2:44][CH2:45][CH3:46])[CH2:47][CH2:48][CH3:49].[CH3:24][C:25]1=[N:31][C:29](=[O:30])[CH2:28][N:26]1[CH3:27].[Cl:11][c:12]1[cH:13][c:14]([CH3:23])[n:15][c:16]2[c:17]([OH:22])[cH:18][cH:19][cH:20][c:21]12.[H-:9].[I-:32].[Na+:10].[OH:1][CH2:2][c:3]1[n:4][cH:5][cH:6][cH:7][cH:8]1>>[O:1]([CH2:2][c:3]1[n:4][cH:5][cH:6][cH:7][cH:8]1)[c:12]1[cH:13][c:14]([CH3:23])[n:15][c:16]2[c:17]([OH:22])[cH:18][cH:19][cH:20][c:21]12.